This data is from the Open Reaction Database (ORD), a public repository of structured organic reaction records. The task is: describe an organic reaction: reactants, conditions, products, and yield The reactants are F[B-](F)(F)F, CCCCC(CC)c1nnc(N)s1, CCN(C(C)C)C(C)C, CCCC(NC1CCc2cc(F)cc(F)c2C1)C(=O)O, CN(C)C(On1ccccc1=O)=[N+](C)C, CN(C)C=O. Yields the product CCCCC(CC)c1nnc(NC(=O)C(CCC)NC2CCc3cc(F)cc(F)c3C2)s1. RXN SMILES: [B-:34]([F:35])([F:36])([F:37])[F:38].[CH2:21]([CH3:22])[CH:23]([CH2:24][CH2:25][CH2:26][CH3:27])[c:28]1[n:29][n:30][c:31]([NH2:33])[s:32]1.[CH:54]([N:55]([CH:56]([CH3:57])[CH3:58])[CH2:59][CH3:60])([CH3:61])[CH3:62].[F:1][c:2]1[cH:3][c:4]2[c:9]([c:10]([F:12])[cH:11]1)[CH2:8][CH:7]([NH:13][CH:14]([C:15](=[O:16])[OH:17])[CH2:18][CH2:19][CH3:20])[CH2:6][CH2:5]2.[O:39]=[c:40]1[cH:41][cH:42][cH:43][cH:44][n:45]1[O:46][C:47]([N:48]([CH3:49])[CH3:50])=[N+:51]([CH3:52])[CH3:53].[O:63]=[CH:64][N:65]([CH3:66])[CH3:67]>>[F:1][c:2]1[cH:3][c:4]2[c:9]([c:10]([F:12])[cH:11]1)[CH2:8][CH:7]([NH:13][CH:14]([C:15](=[O:17])[NH:33][c:31]1[n:30][n:29][c:28]([CH:23]([CH2:21][CH3:22])[CH2:24][CH2:25][CH2:26][CH3:27])[s:32]1)[CH2:18][CH2:19][CH3:20])[CH2:6][CH2:5]2. Starting materials: P(=O)(Br)(Br)Br (phosphorous oxybromide), C(CCC)OC(=O)C=1N=C(C2=CC(=CC=C2C1O)SC1=CC=CC=C1)O (1,4-dihydroxy-7-phenylsulfanyl-isoquinoline-3-carboxylic acid butyl ester), O (water), C([O-])(O)=O.[Na+] (sodium bicarbonate). The solvent is C(C)#N (acetonitrile). Conditions: time 1 hour. Yields the product C(CCC)OC(=O)C=1N=C(C2=CC(=CC=C2C1O)SC1=CC=CC=C1)Br (1-Bromo-4-hydroxy-7-phenylsulfanyl-isoquinoline-3-carboxylic acid butyl ester). Isolated yield 68.2%. As a reaction SMILES: P(Br)(Br)([Br:3])=O.[CH2:6]([O:10][C:11]([C:13]1[N:14]=[C:15](O)[C:16]2[C:21]([C:22]=1[OH:23])=[CH:20][CH:19]=[C:18]([S:24][C:25]1[CH:30]=[CH:29][CH:28]=[CH:27][CH:26]=1)[CH:17]=2)=[O:12])[CH2:7][CH2:8][CH3:9].C(=O)(O)[O-].[Na+].O>C(#N)C>[CH2:6]([O:10][C:11]([C:13]1[N:14]=[C:15]([Br:3])[C:16]2[C:21]([C:22]=1[OH:23])=[CH:20][CH:19]=[C:18]([S:24][C:25]1[CH:30]=[CH:29][CH:28]=[CH:27][CH:26]=1)[CH:17]=2)=[O:12])[CH2:7][CH2:8][CH3:9] |f:2.3|. Procedure details: To a solution of 4.59 g of phosphorous oxybromide (16 mmol) in 25 ml of anhydrous acetonitrile were added 1.11 g of 1,4-dihydroxy-7-phenylsulfanyl-isoquinoline-3-carboxylic acid butyl ester (3 mmol) and the mixture was refluxed gently with stirring for 1 h. Then 5.04 g of sodium bicarbonate (60 mmol) were added, followed by the dropwise addition of 8 ml of water. After stirring at ambient temperature for 90 min the mixture was concentrated in vacuo to about one third of its volume, 40 ml of wate...